This data is from the Open Reaction Database (ORD), a public repository of structured organic reaction records. The task is: describe an organic reaction: reactants, conditions, products, and yield The reactants are [OH-].[Na+] (sodium hydroxide), CN (monomethylamine), C(=C)C(C1=CC=CC=C1)Cl (vinylbenzyl chloride). Conditions: time 1 hour. Yields the product C(=C)C(C1=CC=CC=C1)N(C)C(C1=CC=CC=C1)C=C (Bis-(vinylbenzyl) Monomethylamine). RXN SMILES: [OH-].[Na+].[CH3:3][NH2:4].[CH:5]([CH:7](Cl)[C:8]1[CH:13]=[CH:12][CH:11]=[CH:10][CH:9]=1)=[CH2:6]>>[CH:5]([CH:7]([N:4]([CH:7]([CH:5]=[CH2:6])[C:8]1[CH:13]=[CH:12][CH:11]=[CH:10][CH:9]=1)[CH3:3])[C:8]1[CH:13]=[CH:12][CH:11]=[CH:10][CH:9]=1)=[CH2:6] |f:0.1|. Procedure details: 20 grams (0.5 mole) of 98.2% sodium hydroxide pellets are dissolved, with stirring and cooling to a temperature maintained at 10° C., in a saturated solution of monomethylamine (large excess greater than one mole), which is prepared by bubbling gaseous monomethylamine into 200 ml. of distilled water at 10° C. until saturated. Then, 77.8 grams (0.5 mole) of 98% vinylbenzyl chloride are added at a uniform rate over a period of 30 minutes while maintaining the batch temperature below 20° C. Upon re... The reactants are C1(=CC=CC=C1)C1=COC2=C1C=CC(=C2)C(=O)O (3-phenyl-6-benzofurancarboxylic acid), [N+](=O)([N+](=O)[O-])[O-] (dinitrogen tetroxide), Cl (hydrochloric acid), [OH-].[Na+] (sodium hydroxide). Reagents/catalysts: C(C)(=O)O (acetic acid). Solvent: ClCCl (dichloromethane). Run at time 70 hour. Product: [N+](=O)([O-])C=1OC2=C(C1C1=CC=CC=C1)C=CC(=C2)C(=O)O (2-nitro-3-phenyl-6-benzofurancarboxylic acid). As a reaction SMILES: [C:1]1([C:7]2[C:11]3[CH:12]=[CH:13][C:14]([C:16]([OH:18])=[O:17])=[CH:15][C:10]=3[O:9][CH:8]=2)[CH:6]=[CH:5][CH:4]=[CH:3][CH:2]=1.[N+:19]([O-:24])([N+]([O-])=O)=[O:20].[OH-].[Na+].Cl>ClCCl.C(O)(=O)C>[N+:19]([C:8]1[O:9][C:10]2[CH:15]=[C:14]([C:16]([OH:18])=[O:17])[CH:13]=[CH:12][C:11]=2[C:7]=1[C:1]1[CH:2]=[CH:3][CH:4]=[CH:5][CH:6]=1)([O-:24])=[O:20] |f:2.3|. Procedure: A solution of 2 g of 3-phenyl-6-benzofurancarboxylic acid in 100 ml of dichloromethane and 20 drops of acetic acid is treated with 3.0 g of dinitrogen tetroxide. The mixture is stirred for about 70 hours then evaporated to provide a residue. The residue is treated with cold 5% sodium hydroxide solution until solution occurs. The solution is acidified with 6N hydrochloric acid and the yellow solid is collected and recrystallized from ethanol to provide 2-nitro-3-phenyl-6-benzofurancarboxylic acid... The reactants are BrBr (bromine), C1=C(C=CC2=CC=CC=C12)C=1C=C2C3=CC=CC=C3C3=C(C2=C2C=CC=CC12)C=CC=C3 (10-(2-naphthyl)benzo[g]chrysene), ice water. Run in C(C)(=O)O (acetic acid). Run at temperature 100 celsius, time 8 hour. Yields the product BrC1=CC2=C(C3=C4C=CC=CC4=C(C=C3C3=CC=CC=C23)C2=CC3=CC=CC=C3C=C2)C=C1 (3-bromo-10-(2-naphthyl)benzo[g]chrysene). Isolated yield 89.9%. Reaction SMILES: [CH:1]1[C:10]2[C:5](=[CH:6][CH:7]=[CH:8][CH:9]=2)[CH:4]=[CH:3][C:2]=1[C:11]1[CH:12]=[C:13]2[C:22](=[C:23]3[C:28]=1[CH:27]=[CH:26][CH:25]=[CH:24]3)[C:21]1[CH:29]=[CH:30][CH:31]=[CH:32][C:20]=1[C:19]1[C:14]2=[CH:15][CH:16]=[CH:17][CH:18]=1.[Br:33]Br>C(O)(=O)C>[Br:33][C:31]1[CH:30]=[CH:29][C:21]2[C:22]3[C:13]([C:14]4[C:19]([C:20]=2[CH:32]=1)=[CH:18][CH:17]=[CH:16][CH:15]=4)=[CH:12][C:11]([C:2]1[CH:3]=[CH:4][C:5]2[C:10](=[CH:9][CH:8]=[CH:7][CH:6]=2)[CH:1]=1)=[C:28]1[C:23]=3[CH:24]=[CH:25][CH:26]=[CH:27]1. Procedure: 4.05 g of 10-(2-naphthyl)benzo[g]chrysene and 400 mL of acetic acid were placed in a flask. 1.92 g of bromine was added, and the resultant was heated with stirring at 100° C. for 8 hours. After cooling to room temperature, the reaction solution was poured to 1 L of ice water. Deposited solids were separated by filtration, and washed with water and then with methanol, and dried. The thus obtained solids were purified by means of silica gel column chromatography, whereby 4.35 g (yield: 90%) of 3-b... The reactants are C(=O)=O (Carbon dioxide), [Li]C1=CC2=C(C3=C(S2)SC=C3)S1 (lithiodithienothiophene), C1CCOC1 (THF), C(=O)=O (CO2). Solvent: O (water). Run at temperature -78 celsius. Yields the product S1C(=CC2=C1C1=C(S2)SC=C1)C(=O)O (dithienothiophene-2-carboxylic acid). The yield is 61.0%. As a reaction SMILES: [C:1](=[O:3])=[O:2].C1COCC1.[Li][C:10]1[S:20][C:13]2[C:14]3[CH:19]=[CH:18][S:17][C:15]=3[S:16][C:12]=2[CH:11]=1>O>[S:20]1[C:13]2[C:14]3[CH:19]=[CH:18][S:17][C:15]=3[S:16][C:12]=2[CH:11]=[C:10]1[C:1]([OH:3])=[O:2]. Procedure details: Carbon dioxide was added in small lumps to a flask against a fast flow of nitrogen. The flask was then sealed under a nitrogen bubbler and cooled to the −78° C. THF was added to cover the CO2 and the mixture stirred. The cooled lithiodithienothiophene was added dropwise via syringe and a violent reaction was observed resulting in the formation of a yellow suspension. Once addition was complete the mixture was allowed to warm to r.t. during which time the mixture turned to an off white colour. Af... Starting materials: BrC=1C=C2C=CC(=NC2=CC1)C(C)=O (1-(6-bromoquinolin-2-yl)ethanone), FC(F)(F)[Si](C)(C)C ((trifluoromethyl)trimethylsilane), Cl (hydrochloride). The reagents and catalysts are [F-].C(CCC)[N+](CCCC)(CCCC)CCCC (tetrabutylammonium fluoride). Run in CN(C)C=O (DMF). Run at time 4 hour. The product is BrC=1C=C2C=CC(=NC2=CC1)C(C(F)(F)F)(C)O (2-(6-Bromoquinolin-2-yl)-1,1,1-trifluoropropan-2-ol). The yield is 105.1%. RXN SMILES: [Br:1][C:2]1[CH:3]=[C:4]2[C:9](=[CH:10][CH:11]=1)[N:8]=[C:7]([C:12](=[O:14])[CH3:13])[CH:6]=[CH:5]2.[F:15][C:16]([Si](C)(C)C)([F:18])[F:17].Cl>[F-].C([N+](CCCC)(CCCC)CCCC)CCC.CN(C=O)C>[Br:1][C:2]1[CH:3]=[C:4]2[C:9](=[CH:10][CH:11]=1)[N:8]=[C:7]([C:12]([OH:14])([CH3:13])[C:16]([F:18])([F:17])[F:15])[CH:6]=[CH:5]2 |f:3.4|. Reported procedure: A DMF (5 ml) solution of 1-(6-bromoquinolin-2-yl)ethanone (129 mg, 0.52 mmol), (trifluoromethyl)trimethylsilane (220 mg, 1.55 mmol) and tetrabutylammonium fluoride (13.5 mg, 0.052 mmol) was stirred at 100° C. for 2 hours. Then the mixture was cooled to room temperature and 1N-hydrochloride aqueous solution (2 ml) was added. After 4 hours, the mixture was quenched with saturated sodium bicarbonate aqueous solution, and the product was extracted with ethyl acetate which was dried over sodium sulfa...